Task: describe an organic reaction: reactants, conditions, products, and yield. Dataset: the Open Reaction Database (ORD), a public repository of structured organic reaction records The product is COC(=O)[C@H]1N(C[C@@H](C1)S(=O)(=O)C1=C(C=CC=C1)Cl)C=1N(N=C(C1)C)C1CCC1 ((2S,4R)-4-(2-Chloro-benzenesulfonyl)-1-(2-cyclobutyl-5-methyl-2H-pyrazol-3-yl)-pyrrolidine-2-carboxylic acid methyl ester). Reaction SMILES: [CH3:1][O:2][C:3]([C@@H:5]1[CH2:9][C@@H:8]([S:10]([C:13]2[CH:18]=[CH:17][CH:16]=[CH:15][C:14]=2[Cl:19])(=[O:12])=[O:11])[CH2:7][N:6]1[C:20](=S)[CH2:21][C:22](=O)[CH3:23])=[O:4].Cl.[CH:27]1([NH:31][NH2:32])[CH2:30][CH2:29][CH2:28]1>>[CH3:1][O:2][C:3]([C@@H:5]1[CH2:9][C@@H:8]([S:10]([C:13]2[CH:18]=[CH:17][CH:16]=[CH:15][C:14]=2[Cl:19])(=[O:11])=[O:12])[CH2:7][N:6]1[C:20]1[N:31]([CH:27]2[CH2:30][CH2:29][CH2:28]2)[N:32]=[C:22]([CH3:23])[CH:21]=1)=[O:4] |f:1.2|. Starting materials: COC(=O)[C@H]1N(C[C@@H](C1)S(=O)(=O)C1=C(C=CC=C1)Cl)C(CC(C)=O)=S ((2S,4R)-4-(2-chloro-benzenesulfonyl)-1-(3-oxo-thiobutyryl)-pyrrolidine-2-carboxylic acid methyl ester), Cl.C1(CCC1)NN (cyclobutylhydrazine hydrochloride). Procedure details: In analogy to the procedure described in example 192 h, (2S,4R)-4-(2-chloro-benzenesulfonyl)-1-(3-oxo-thiobutyryl)-pyrrolidine-2-carboxylic acid methyl ester (example 253c) was reacted with cyclobutylhydrazine hydrochloride (CAS Reg. No. 158001-21-9) to give the title compound as orange oil. MS (ESI): m/z=438.3 [M+H]+. Starting materials: C(C1=CC=CC=C1)N1C(NC(C(=C1)[N+](=O)[O-])=O)=O (1-benzyl-5-nitro-2,4(1H,3H) pyrimidinedione), C(=O)([O-])OC(=O)[O-].[K+].[K+] (potassium dicarbonate), BrCC(=O)OC (methyl bromoacetate). Run in CS(=O)C (dimethylsulfoxide), CS(=O)C (dimethylsulfoxide), O (water). Reaction conditions: temperature 40 celsius. Yields the product C(C1=CC=CC=C1)N1C(N(C(C(=C1C)[N+](=O)[O-])=O)C(=O)OC)=O (1-Benzyl-3-methoxycarbonyl -methyl-5-nitro-2,4(1H,3H)pyrimidinedione). Isolated yield 81.0%. RXN SMILES: [CH2:1]([N:8]1[CH:13]=[C:12]([N+:14]([O-:16])=[O:15])[C:11](=[O:17])[NH:10][C:9]1=[O:18])[C:2]1[CH:7]=[CH:6][CH:5]=[CH:4][CH:3]=1.[C:19]([O:22][C:23]([O-])=O)([O-])=[O:20].[K+].[K+].Br[CH2:29]C(OC)=O>CS(C)=O.O>[CH2:1]([N:8]1[C:13]([CH3:29])=[C:12]([N+:14]([O-:16])=[O:15])[C:11](=[O:17])[N:10]([C:19]([O:22][CH3:23])=[O:20])[C:9]1=[O:18])[C:2]1[CH:3]=[CH:4][CH:5]=[CH:6][CH:7]=1 |f:1.2.3|. Procedure: EX-1A) A solution of 1-benzyl-5-nitro-2,4(1H,3H) pyrimidinedione (6.14 g, 24.82 mmol) prepared as described by Vampa, G. and Pecorari P. Boll. Chim. Farm. 1987, 126, 467-469 was dissolved in 100 mL dimethylsulfoxide and potassium dicarbonate (3.78 g, 27.34 mmol) was added in one portion with stirring. After approximately 10 minutes a solution of methyl bromoacetate (2.50 mL, 26.40 mmol) in 20 mL dimethylsulfoxide was added drop wise over a 10 minute period. The reaction mixture was then heated t... Reactants: OC=1C=C2C(=NC=NC2=CC1OC)NC1=CC(=C(C=C1)OCC1=NC=CC=C1)C (6-hydroxy-7-methoxy-4-[3-methyl-4-(2-pyridylmethoxy)anilino]quinazoline), CN(CCCl)C (2-dimethylaminoethyl chloride). Yields the product CN(CCOC=1C=C2C(=NC=NC2=CC1OC)NC1=CC(=C(C=C1)OCC1=NC=CC=C1)C)C (6-(2-dimethylaminoethoxy)-7-methoxy-4-[3-methyl-4-(2-pyridylmethoxy)anilino]quinazoline). Yield: 47.0%. Reaction SMILES: [OH:1][C:2]1[CH:3]=[C:4]2[C:9](=[CH:10][C:11]=1[O:12][CH3:13])[N:8]=[CH:7][N:6]=[C:5]2[NH:14][C:15]1[CH:20]=[CH:19][C:18]([O:21][CH2:22][C:23]2[CH:28]=[CH:27][CH:26]=[CH:25][N:24]=2)=[C:17]([CH3:29])[CH:16]=1.[CH3:30][N:31]([CH3:35])[CH2:32][CH2:33]Cl>>[CH3:30][N:31]([CH3:35])[CH2:32][CH2:33][O:1][C:2]1[CH:3]=[C:4]2[C:9](=[CH:10][C:11]=1[O:12][CH3:13])[N:8]=[CH:7][N:6]=[C:5]2[NH:14][C:15]1[CH:20]=[CH:19][C:18]([O:21][CH2:22][C:23]2[CH:28]=[CH:27][CH:26]=[CH:25][N:24]=2)=[C:17]([CH3:29])[CH:16]=1. Procedure details: Using an analogous procedure to that described in Example 37, 6-hydroxy-7-methoxy-4-[3-methyl-4-(2-pyridylmethoxy)anilino]quinazoline was reacted with 2-dimethylaminoethyl chloride to give 6-(2-dimethylaminoethoxy)-7-methoxy-4-[3-methyl-4-(2-pyridylmethoxy)anilino]quinazoline in 47% yield, m.p. 125°-126° C.; The reactants are compound, ClC=1C=C(C=C(C1)F)C1=CC(=NN1C1=NC=CC=C1)C(=O)O (5-(3-Chloro-5-fluorophenyl)-1-(pyridin-2-yl)-1H-pyrazole-3-carboxylic acid), Cl.Cl.ClC1=C(C=NC=C1)NN (4-chloropyridin-3-yl-hydrazine dihydrochloride). The product is ClC=1C=C(C=C(C1)F)C1=CC(=NN1C=1C=NC(=CC1)Cl)C(=O)O (5-(3-Chloro-5-fluorophenyl)-1-(6-chloropyridin-3-yl)-1H-pyrazole-3-carboxylic acid). RXN SMILES: [Cl:1][C:2]1[CH:3]=[C:4]([C:9]2[N:13]([C:14]3[CH:19]=[CH:18][CH:17]=CN=3)[N:12]=[C:11]([C:20]([OH:22])=[O:21])[CH:10]=2)[CH:5]=[C:6]([F:8])[CH:7]=1.[ClH:23].Cl.ClC1C=C[N:29]=[CH:28]C=1NN>>[Cl:1][C:2]1[CH:3]=[C:4]([C:9]2[N:13]([C:14]3[CH:28]=[N:29][C:17]([Cl:23])=[CH:18][CH:19]=3)[N:12]=[C:11]([C:20]([OH:22])=[O:21])[CH:10]=2)[CH:5]=[C:6]([F:8])[CH:7]=1 |f:1.2.3|. Procedure: 1.21 g (4.35 mmol) of the compound of Example 1A is reacted analogously to the synthesis of the compound of Example 20A with 1.04 g (4.78 mmol) of 4-chloropyridin-3-yl-hydrazine dihydrochloride. After hydrolysis, 220 mg (14% of theory) of the title compound is obtained. Starting materials: ClC1=CC=C(C=C1)CC(=O)SC#N (4-chlorophenylacetyl thiocyanate), Br.C(C)(=O)O (HBr acetic acid). The solvent is C(C)(=O)O (acetic acid). Run at temperature 80 celsius. Yields the product ClC1=CC=C(C=C1)C=1N=C(SC1)Br (4-(4-chlorophenyl)-2-bromo-1,3-thiazole). The yield is 44.0%. As a reaction SMILES: [Cl:1][C:2]1[CH:7]=[CH:6][C:5]([CH2:8][C:9]([S:11][C:12]#[N:13])=O)=[CH:4][CH:3]=1.[BrH:14].C(O)(=O)C>C(O)(=O)C>[Cl:1][C:2]1[CH:7]=[CH:6][C:5]([C:8]2[N:13]=[C:12]([Br:14])[S:11][CH:9]=2)=[CH:4][CH:3]=1 |f:1.2|. Procedure: The compound (40) (2.1 g, 10.0 mmol) was suspended in acetic acid (10 ml) and 47% HBr-acetic acid (1 ml) was added. The mixture was stirred with heating at 80° C. for 2 hrs. The reaction mixture was concentrated under reduced pressure to dryness and the residue was partitioned between ethyl acetate and 5% NaHCO3 aq. The aqueous layer was extracted with ethyl acetate, and the extracts were combined, washed with saturated brine and dried (MgSO4). The solvent was evaporated under reduced pressure a... Starting materials: BrC1=CC(=CC(=C1)OC)Br (1,3-dibromo-5-methoxy-benzene), N1CCSCC1 (thiomorpholine). Product: BrC=1C=C(C=C(C1)OC)N1CCSCC1 (4-(3-Bromo-5-methoxy-phenyl)-thiomorpholine). RXN SMILES: Br[C:2]1[CH:7]=[C:6]([O:8][CH3:9])[CH:5]=[C:4]([Br:10])[CH:3]=1.[NH:11]1[CH2:16][CH2:15][S:14][CH2:13][CH2:12]1>>[Br:10][C:4]1[CH:3]=[C:2]([N:11]2[CH2:16][CH2:15][S:14][CH2:13][CH2:12]2)[CH:7]=[C:6]([O:8][CH3:9])[CH:5]=1. Procedure: This material was prepared starting from 1,3-dibromo-5-methoxy-benzene following general procedures described in these Examples, but using thiomorpholine instead of pyrrolidine. The reactants are COC(=O)C1CCOc2cc(Oc3ccc(C(=O)OC(C)(C)C)cc3)c(C#N)cc21, ClCCl, O=C(O)C(F)(F)F. The product is COC(=O)C1CCOc2cc(Oc3ccc(C(=O)O)cc3)c(C#N)cc21. Reaction SMILES: [C:1]([CH3:2])([CH3:3])([CH3:4])[O:5][C:6](=[O:7])[c:8]1[cH:9][cH:10][c:11]([O:12][c:13]2[c:14]([C:27]#[N:28])[cH:15][c:16]3[c:21]([cH:22]2)[O:20][CH2:19][CH2:18][CH:17]3[C:23](=[O:24])[O:25][CH3:26])[cH:29][cH:30]1.[Cl:38][CH2:39][Cl:40].[F:31][C:32]([F:33])([F:34])[C:35]([OH:36])=[O:37]>>[O:5]=[C:6]([OH:7])[c:8]1[cH:9][cH:10][c:11]([O:12][c:13]2[c:14]([C:27]#[N:28])[cH:15][c:16]3[c:21]([cH:22]2)[O:20][CH2:19][CH2:18][CH:17]3[C:23](=[O:24])[O:25][CH3:26])[cH:29][cH:30]1.